Dataset: the Open Reaction Database (ORD), a public repository of structured organic reaction records. Task: describe an organic reaction: reactants, conditions, products, and yield Product: COC(=O)c1ccc(OCc2ccccc2)cc1. As a reaction SMILES: [Br:14][CH2:15][c:16]1[cH:17][cH:18][cH:19][cH:20][cH:21]1.[CH3:1][O:2][C:3]([c:4]1[cH:5][cH:6][c:7]([OH:10])[cH:8][cH:9]1)=[O:11].[H-:13].[Na+:12].[O:23]=[CH:24][N:25]([CH3:26])[CH3:27].[OH2:22]>>[CH3:1][O:2][C:3]([c:4]1[cH:5][cH:6][c:7]([O:10][CH2:15][c:16]2[cH:17][cH:18][cH:19][cH:20][cH:21]2)[cH:8][cH:9]1)=[O:11]. Reactants: BrCc1ccccc1, COC(=O)c1ccc(O)cc1, [H-], [Na+], CN(C)C=O, O. Starting materials: C(C)(C)(C)C1=NN(C(=C1)CN)C1=CC(=CC=C1)Cl ((3-tert-butyl-1-(3-chlorophenyl)-1H-pyrazol-5-yl)methanamine), TEA, OCC(CO)(O)C1=CC=C(C=C1)NC(OC1=CC=CC=C1)=O (phenyl 4-(1,2,3-trihydroxypropan-2-yl)phenylcarbamate). Solvent: CC#N (MeCN). Reaction conditions: time 16 hour. Product: C(C)(C)(C)C1=NN(C(=C1)CNC(=O)NC1=CC=C(C=C1)C(CO)(CO)O)C1=CC(=CC=C1)Cl (1-((3-tert-butyl-1-(3-chlorophenyl)-1H-pyrazol-5-yl)methyl)-3-(4-(1,2,3-trihydroxypropan-2-yl)phenyl)urea). The yield is 66.7%. RXN SMILES: [C:1]([C:5]1[CH:9]=[C:8]([CH2:10][NH2:11])[N:7]([C:12]2[CH:17]=[CH:16][CH:15]=[C:14]([Cl:18])[CH:13]=2)[N:6]=1)([CH3:4])([CH3:3])[CH3:2].[OH:19][CH2:20][C:21]([C:25]1[CH:30]=[CH:29][C:28]([NH:31][C:32](=O)[O:33]C2C=CC=CC=2)=[CH:27][CH:26]=1)([OH:24])[CH2:22][OH:23]>CC#N>[C:1]([C:5]1[CH:9]=[C:8]([CH2:10][NH:11][C:32]([NH:31][C:28]2[CH:27]=[CH:26][C:25]([C:21]([OH:24])([CH2:20][OH:19])[CH2:22][OH:23])=[CH:30][CH:29]=2)=[O:33])[N:7]([C:12]2[CH:17]=[CH:16][CH:15]=[C:14]([Cl:18])[CH:13]=2)[N:6]=1)([CH3:4])([CH3:2])[CH3:3]. Procedure: To a stirred MeCN (9 mL) solution of (3-tert-butyl-1-(3-chlorophenyl)-1H-pyrazol-5-yl)methanamine (102 mg, 0.387 mmol, 1.0 eq), TEA (0.214 mL, 1.55 mmol, 4.0 eq) followed by phenyl 4-(1,2,3-trihydroxypropan-2-yl)phenylcarbamate (119 mg, 0.395 mmol, 1.02 eq) was added at RT and the mixture was stirred for 16 h at reflux, then it was concentrated under vacuum and the residue purified by CC using EtOAc as eluent to get 1-((3-tert-butyl-1-(3-chlorophenyl)-1H-pyrazol-5-yl)methyl)-3-(4-(1,2,3-trihydro... Reactants: FC(C(=O)O)(F)F (Trifluoroacetic acid), O1COC2=C1C=CC(=C2)NC2=C(C(=O)OC(C)(C)C)C=CC(=C2)C2=CC=C(C=C2)NS(=O)(=O)C (tert-butyl 2-((benzo-1,3-dioxol-5-yl)amino)-4-(4-(methanesulfonamido)phenyl)benzoate). Reaction conditions: time 3 hour. Yields the product O1COC2=C1C=CC(=C2)NC2=C(C(=O)O)C=CC(=C2)C2=CC=C(C=C2)NS(=O)(=O)C (2-((benzo-1,3-dioxol-5-yl)amino)-4-(4-(methanesulfonamido)phenyl)benzoic acid). RXN SMILES: FC(F)(F)C(O)=O.[O:8]1[C:12]2[CH:13]=[CH:14][C:15]([NH:17][C:18]3[CH:30]=[C:29]([C:31]4[CH:36]=[CH:35][C:34]([NH:37][S:38]([CH3:41])(=[O:40])=[O:39])=[CH:33][CH:32]=4)[CH:28]=[CH:27][C:19]=3[C:20]([O:22]C(C)(C)C)=[O:21])=[CH:16][C:11]=2[O:10][CH2:9]1>>[O:8]1[C:12]2[CH:13]=[CH:14][C:15]([NH:17][C:18]3[CH:30]=[C:29]([C:31]4[CH:36]=[CH:35][C:34]([NH:37][S:38]([CH3:41])(=[O:39])=[O:40])=[CH:33][CH:32]=4)[CH:28]=[CH:27][C:19]=3[C:20]([OH:22])=[O:21])=[CH:16][C:11]=2[O:10][CH2:9]1. Reported procedure: Trifluoroacetic acid 5.0 mL was added to the obtained tert-butyl 2-((benzo-1,3-dioxol-5-yl)amino)-4-(4-(methanesulfonamido)phenyl)benzoate, and it was stirred at room temperature for 3 hours. The solvent was removed under reduced pressure, the obtained residue was refined by reversed-phase silica gel column chromatography [eluent; 50-90% acetonitrile/0.1% trifluoroacetic acid aqueous solution] to give 2-((benzo-1,3-dioxol-5-yl)amino)-4-(4-(methanesulfonamido)phenyl)benzoic acid 2.8 mg of a yello... The reactants are OC(C=CC=1C=C2C(=CNC2=CC1)C1CCN(CC1)C)C (5-(3-Hydroxy-1-but-1-enyl)-3-(N-methyl-4-piperidyl)-1H-indole). The reagents and catalysts are [Pd] (palladium on charcoal). The solvent is C(Cl)Cl (CH2Cl2). The product is OC(CCC=1C=C2C(=CNC2=CC1)C1CCN(CC1)C)C (5-(3-Hydroxy-1-butyl)-3-(N-methyl-4-piperidyl)-1H-indole). RXN SMILES: [OH:1][CH:2]([CH3:21])[CH:3]=[CH:4][C:5]1[CH:6]=[C:7]2[C:11](=[CH:12][CH:13]=1)[NH:10][CH:9]=[C:8]2[CH:14]1[CH2:19][CH2:18][N:17]([CH3:20])[CH2:16][CH2:15]1>[Pd].C(Cl)Cl>[OH:1][CH:2]([CH3:21])[CH2:3][CH2:4][C:5]1[CH:6]=[C:7]2[C:11](=[CH:12][CH:13]=1)[NH:10][CH:9]=[C:8]2[CH:14]1[CH2:19][CH2:18][N:17]([CH3:20])[CH2:16][CH2:15]1. Procedure details: Obtained from the title compound of Example 42 by a procedure similar to that described in Example 2, but using 10% palladium on charcoal as catalyst, as a foam. Rf 0.50 (SS 4). C,73.39; H,8.77; N,9.06. C18H26N2O; 0.125 CH2Cl2 requires C,73.28; H,8.91; N,9.43%. The reactants are COc1ccc2c(c1)CCNC2, C(=NC1CCCCC1)=NC1CCCCC1, C1CCOC1, O, Oc1cccc2[nH]nnc12, O=C(O)CCc1cccs1. The product is COc1ccc2c(c1)CCN(C(=O)CCc1cccs1)C2. Reaction SMILES: [CH3:1][O:2][c:3]1[cH:4][c:5]2[c:10]([cH:11][cH:12]1)[CH2:9][NH:8][CH2:7][CH2:6]2.[CH:34]1([N:35]=[C:36]=[N:37][CH:38]2[CH2:39][CH2:40][CH2:41][CH2:42][CH2:43]2)[CH2:44][CH2:45][CH2:46][CH2:47][CH2:48]1.[O:49]1[CH2:50][CH2:51][CH2:52][CH2:53]1.[OH2:13].[OH:14][c:15]1[c:16]2[n:17][n:18][nH:19][c:20]2[cH:21][cH:22][cH:23]1.[s:24]1[c:25]([CH2:29][CH2:30][C:31](=[O:32])[OH:33])[cH:26][cH:27][cH:28]1>>[CH3:1][O:2][c:3]1[cH:4][c:5]2[c:10]([cH:11][cH:12]1)[CH2:9][N:8]([C:31]([CH2:30][CH2:29][c:25]1[s:24][cH:28][cH:27][cH:26]1)=[O:32])[CH2:7][CH2:6]2. Run in hexanes, C(C)(=O)OCC (ethyl acetate), CN(C=O)C (N,N-dimethylformamide). Product: ClC1=C(C=CC(=C1)OC=1C=CC(=C(OC2=C(OCC(=O)OC)C=CC=C2)C1)[N+](=O)[O-])C(F)(F)F (Methyl {o-{5-[(2-chloro-α,α,α-trifluoro-p-tolyl)oxy]-2-nitrophenoxy}phenoxy}acetate). Procedure details: A mixture of 2-chloro-α,α,α-trifluoro-p-tolyl 3-fluoro-4-nitrophenyl ether (1.0 g, 3.0 mmol), methyl (o-hydroxyphenoxy)acetate (0.81 g, 4.5 mmol) and potassium carbonate (0.62 g, 4.5 mmol) in N,N-dimethylformamide is heated at 50° C. for 18 hours, cooled to room temperature, poured into water and extracted with ether. The organic extract is washed with brine, dried over anhydrous sodium sulfate and concentrated in vacuo to obtain a white oil. Column chromatography of the oil using silica gel and... The yield is 20.1%. Conditions: temperature 50 celsius. As a reaction SMILES: F[C:2]1[CH:3]=[C:4]([O:11][C:12]2[CH:17]=[CH:16][C:15]([C:18]([F:21])([F:20])[F:19])=[C:14]([Cl:22])[CH:13]=2)[CH:5]=[CH:6][C:7]=1[N+:8]([O-:10])=[O:9].[OH:23][C:24]1[CH:35]=[CH:34][CH:33]=[CH:32][C:25]=1[O:26][CH2:27][C:28]([O:30][CH3:31])=[O:29].C(=O)([O-])[O-].[K+].[K+].O>CN(C)C=O.C(OCC)(=O)C>[Cl:22][C:14]1[CH:13]=[C:12]([O:11][C:4]2[CH:5]=[CH:6][C:7]([N+:8]([O-:10])=[O:9])=[C:2]([CH:3]=2)[O:23][C:24]2[CH:35]=[CH:34][CH:33]=[CH:32][C:25]=2[O:26][CH2:27][C:28]([O:30][CH3:31])=[O:29])[CH:17]=[CH:16][C:15]=1[C:18]([F:21])([F:20])[F:19] |f:2.3.4|. Reactants: O (water), FC=1C=C(C=CC1[N+](=O)[O-])OC1=CC(=C(C=C1)C(F)(F)F)Cl (2-chloro-α,α,α-trifluoro-p-tolyl 3-fluoro-4-nitrophenyl ether), OC1=C(OCC(=O)OC)C=CC=C1 (methyl (o-hydroxyphenoxy)acetate), C([O-])([O-])=O.[K+].[K+] (potassium carbonate). The reactants are BrC1=CC=C2C(=CNC2=C1)CC(=O)N=C(NCC1=CC(=C(C(=C1)Cl)NC(C)=O)Cl)N (N-(4-{N′-[2-(6-Bromo-1H-indol-3-yl)-acetyl]-guanidinomethyl}-2,6-dichloro-phenyl)-acetamide), BrC=1C=C2C(=C(NC2=CC1)C(NC(C)(C)C)=O)CC(=O)O (2-(5-bromo-2-(tert-butylcarbamoyl)-1H-indol-3-yl)acetic acid), ( A ). The product is BrC=1C=C2C(=C(NC2=CC1)C#N)CC(=O)N=C(NCC1=CC(=C(C(=C1)Cl)NC(C)=O)Cl)N (N-(4-{N′-[2-(5-Bromo-2-cyano-1H-indol-3-yl)-acetyl]-guanidinomethyl}-2,6-dichloro-phenyl)-acetamide). Reaction SMILES: BrC1C=C2C(C(CC([N:14]=[C:15]([NH2:30])[NH:16][CH2:17][C:18]3[CH:23]=[C:22]([Cl:24])[C:21]([NH:25][C:26](=[O:28])[CH3:27])=[C:20]([Cl:29])[CH:19]=3)=O)=CN2)=CC=1.[Br:31][C:32]1[CH:33]=[C:34]2[C:38](=[CH:39][CH:40]=1)[NH:37][C:36]([C:41](=O)[NH:42]C(C)(C)C)=[C:35]2[CH2:48][C:49]([OH:51])=O>>[Br:31][C:32]1[CH:33]=[C:34]2[C:38](=[CH:39][CH:40]=1)[NH:37][C:36]([C:41]#[N:42])=[C:35]2[CH2:48][C:49]([N:14]=[C:15]([NH2:30])[NH:16][CH2:17][C:18]1[CH:19]=[C:20]([Cl:29])[C:21]([NH:25][C:26](=[O:28])[CH3:27])=[C:22]([Cl:24])[CH:23]=1)=[O:51]. Procedure: In a manner similar to that used in the preparation of the compound of example 1, but using 2-(5-bromo-2-(tert-butylcarbamoyl)-1H-indol-3-yl)acetic acid (preparation J) in step 25 (A), the title compound was prepared. 1H-NMR (500 MHz, CD3OD) δ ppm 2.19 (d, J=12.82 Hz, 3 H) 3.79 (s, 2 H) 4.31 (s, 2 H) 7.00 (s, 1 H) 7.26 (s, 1 H) 7.35 (d, J=8.24 Hz, 1 H) 7.85 (s, 1 H). The reactants are N(=[N+]=[N-])CCCN(C(OC(C)(C)C)=O)C1=CC=C(C=C1)C1=CC=NC=2N1C1=C(N2)C=CC=C1 (tert-butyl (3-azidopropyl)(4-(benzo[4,5]imidazo[1,2-a]pyrimidin-4-yl)phenyl)carbamate), C(=O)(C(F)(F)F)O (TFA). The solvent is C(Cl)Cl (DCM). Conditions: time 1.5 hour. The product is N(=[N+]=[N-])CCCNC1=CC=C(C=C1)C1=CC=NC=2N1C1=C(N2)C=CC=C1 (N-(3-Azidopropyl)-4-(benzo[4,5]imidazo[1,2-a]pyrimidin-4-yl)aniline). RXN SMILES: [N:1]([CH2:4][CH2:5][CH2:6][N:7]([C:15]1[CH:20]=[CH:19][C:18]([C:21]2[N:26]3[C:27]4[CH:33]=[CH:32][CH:31]=[CH:30][C:28]=4[N:29]=[C:25]3[N:24]=[CH:23][CH:22]=2)=[CH:17][CH:16]=1)C(=O)OC(C)(C)C)=[N+:2]=[N-:3].C(O)(C(F)(F)F)=O>C(Cl)Cl>[N:1]([CH2:4][CH2:5][CH2:6][NH:7][C:15]1[CH:16]=[CH:17][C:18]([C:21]2[N:26]3[C:27]4[CH:33]=[CH:32][CH:31]=[CH:30][C:28]=4[N:29]=[C:25]3[N:24]=[CH:23][CH:22]=2)=[CH:19][CH:20]=1)=[N+:2]=[N-:3]. Procedure details: To a solution of tert-butyl (3-azidopropyl)(4-(benzo[4,5]imidazo[1,2-a]pyrimidin-4-yl)phenyl)carbamate (above mentioned material) in 3 mL of DCM was added TFA (1 mL). The mixture was stirred at rt for 1.5 h and concentrated under reduced pressure. The residue was purified by reversed phase HPLC (TFA buffered water/MeCN) to afford the title compound as a orange-colored oil (61 mg, TFA salt). MS (ESI) m/z [M-1-H]+344. Starting materials: C(=O)([O-])[O-].[Na+].[Na+] (Na2CO3), BrC=1C(=CC(=C(C(=O)NC2=CN=NC=C2)C1)OCC1=CC=CC=C1)CN1CCOCC1 (5-Bromo-4-(4-morpholinylmethyl)-2-[(phenylmethyl)oxy]-N-4-pyridazinylbenzamide), CN1N=CC(=C1)B(O)O ((1-methyl-1H-pyrazol-4-yl)boronic acid). Reagents/catalysts: C=1C=CC(=CC1)[P](C=2C=CC=CC2)(C=3C=CC=CC3)[Pd]([P](C=4C=CC=CC4)(C=5C=CC=CC5)C=6C=CC=CC6)([P](C=7C=CC=CC7)(C=8C=CC=CC8)C=9C=CC=CC9)[P](C=1C=CC=CC1)(C=1C=CC=CC1)C=1C=CC=CC1 (palladium tetrakis). Run in COCCOC (1,2-dimethoxyethane). Conditions: temperature 120 celsius. Product: CN1N=CC(=C1)C=1C(=CC(=C(C(=O)NC2=CN=NC=C2)C1)OCC1=CC=CC=C1)CN1CCOCC1 (5-(1-Methyl-1H-pyrazol-4-yl)-4-(4-morpholinylmethyl)-2-[(phenylmethyl)oxy]-N-4-pyridazinylbenzamide). As a reaction SMILES: C([O-])([O-])=O.[Na+].[Na+].Br[C:8]1[C:9]([CH2:31][N:32]2[CH2:37][CH2:36][O:35][CH2:34][CH2:33]2)=[CH:10][C:11]([O:23][CH2:24][C:25]2[CH:30]=[CH:29][CH:28]=[CH:27][CH:26]=2)=[C:12]([CH:22]=1)[C:13]([NH:15][C:16]1[CH:21]=[CH:20][N:19]=[N:18][CH:17]=1)=[O:14].[CH3:38][N:39]1[CH:43]=[C:42](B(O)O)[CH:41]=[N:40]1>COCCOC.C1C=CC([P]([Pd]([P](C2C=CC=CC=2)(C2C=CC=CC=2)C2C=CC=CC=2)([P](C2C=CC=CC=2)(C2C=CC=CC=2)C2C=CC=CC=2)[P](C2C=CC=CC=2)(C2C=CC=CC=2)C2C=CC=CC=2)(C2C=CC=CC=2)C2C=CC=CC=2)=CC=1>[CH3:38][N:39]1[CH:43]=[C:42]([C:8]2[C:9]([CH2:31][N:32]3[CH2:33][CH2:34][O:35][CH2:36][CH2:37]3)=[CH:10][C:11]([O:23][CH2:24][C:25]3[CH:26]=[CH:27][CH:28]=[CH:29][CH:30]=3)=[C:12]([CH:22]=2)[C:13]([NH:15][C:16]2[CH:21]=[CH:20][N:19]=[N:18][CH:17]=2)=[O:14])[CH:41]=[N:40]1 |f:0.1.2,^1:56,58,77,96|. Reported procedure: Na2CO3 (0.25 ml, 0.25 mmol) and palladium tetrakis (8.61 mg, 7.45 μmol) was added to 5-bromo-4-(4-morpholinylmethyl)-2-[(phenylmethyl)oxy]-N-4-pyridazinylbenzamide (may be prepared as described in Example 1; 60 mg, 0.12 mmol) and (1-methyl-1H-pyrazol-4-yl)boronic acid (18.76 mg, 0.149 mmol) in 1,2-dimethoxyethane (3 ml). The mixture was heated at 120° C. in a microwave for one hour and the solvent was removed in vacuo. The residue was purified by MDAP to yield the title compound as a white solid... The reactants are [NH4+].[Cl-] (NH4Cl), CC1(OC[C@H](O1)COC1=CC(=CC=C1)[N+](=O)[O-])C ((R)-2,2-dimethyl-4-((3-nitrophenoxy)methyl)-1,3-dioxolane), C(C)(C)O (isopropanol). The reagents and catalysts are [Fe] (Fe). Solvent: O (water). The product is CC1(OC[C@H](O1)COC=1C=C(N)C=CC1)C ((R)-3-((2,2-dimethyl-1,3-dioxolan-4-yl)methoxy)aniline). The yield is 75.8%. As a reaction SMILES: [NH4+].[Cl-].[CH3:3][C:4]1([CH3:20])[O:8][C@H:7]([CH2:9][O:10][C:11]2[CH:16]=[CH:15][CH:14]=[C:13]([N+:17]([O-])=O)[CH:12]=2)[CH2:6][O:5]1.C(O)(C)C>[Fe].O>[CH3:3][C:4]1([CH3:20])[O:8][C@H:7]([CH2:9][O:10][C:11]2[CH:12]=[C:13]([CH:14]=[CH:15][CH:16]=2)[NH2:17])[CH2:6][O:5]1 |f:0.1|. Procedure: Under nitrogen, Fe powder (2.38 g, 42.54 mmol) and NH4Cl (2.38 g, 42.54 mmol) were combined, followed by addition of (R)-2,2-dimethyl-4-((3-nitrophenoxy)methyl)-1,3-dioxolane (132; 1.8 g, 7.09 mmol) and a 4:1 mixture of isopropanol:water (30 mL:10 mL). The reaction mixture was stirred under reflux for 18 h. The crude material was filtered through a pad of Celite and the filtrate was concentrated under reduced pressure. The resulting aqueous layer was extracted with dichloromethane (3×15 mL). The...